Dataset: the Open Reaction Database (ORD), a public repository of structured organic reaction records. Task: describe an organic reaction: reactants, conditions, products, and yield Starting materials: CC(C)(C)OC(=O)N1CCC(=Cc2cccc(Br)c2)CC1, C1CCOC1. Yields the product CC(C)(C)OC(=O)N1CCC(Cc2cccc(Br)c2)CC1. As a reaction SMILES: [Br:1][c:2]1[cH:3][c:4]([CH:8]=[C:9]2[CH2:10][CH2:11][N:12]([C:15](=[O:16])[O:17][C:18]([CH3:19])([CH3:20])[CH3:21])[CH2:13][CH2:14]2)[cH:5][cH:6][cH:7]1.[CH2:22]1[O:23][CH2:24][CH2:25][CH2:26]1>>[Br:1][c:2]1[cH:3][c:4]([CH2:8][CH:9]2[CH2:10][CH2:11][N:12]([C:15](=[O:16])[O:17][C:18]([CH3:19])([CH3:20])[CH3:21])[CH2:13][CH2:14]2)[cH:5][cH:6][cH:7]1.